Dataset: the Open Reaction Database (ORD), a public repository of structured organic reaction records. Task: describe an organic reaction: reactants, conditions, products, and yield Starting materials: S(=O)(=O)([O-])[O-].[Na+].[Na+] (Sodium sulfate), BrC1=C(C(=O)N(OC)C)C=CC(=C1)C (2-bromo-4,N-dimethyl-N-methoxybenzamide), [H-].C(C(C)C)[Al+]CC(C)C (Diisobutylaluminum hydride), [Cl-].[NH4+] (ammonium chloride), CO (Methanol). The solvent is O1CCCC1 (tetrahydrofuran). Run at time 2 hour. Yields the product BrC1=C(C=CC(=C1)C)C1=CN=CO1 (5-(2-Bromo-4-methylphenyl)-1,3-oxazole). Reaction SMILES: [Br:1][C:2]1[CH:13]=[C:12]([CH3:14])[CH:11]=[CH:10][C:3]=1[C:4](N(C)OC)=O.[H-].[CH2:16]([Al+]CC(C)C)C(C)C.[Cl-].[NH4+:26].S([O-])([O-])(=O)=O.[Na+].[Na+].[CH3:34][OH:35]>O1CCCC1>[Br:1][C:2]1[CH:13]=[C:12]([CH3:14])[CH:11]=[CH:10][C:3]=1[C:4]1[O:35][CH:34]=[N:26][CH:16]=1 |f:1.2,3.4,5.6.7|. Reported procedure: 1-Hydroxybenzotriazole (3.78 g), 4-dimethylaminopyridine (3.42 g), and N-ethyl-N′-(3-dimethylaminopropyl)carbodiimide hydrochloride (5.40 g) were added to a solution (100 mL) of 2-bromo-4-methylbenzoic acid (5.00 g) and N,O-dimethylhydroxylamine hydrochloride (2.73 g) in dichloromethane, followed by stirring at room temperature for 13 hours. 1N Hydrochloric acid was added to the reaction mixture, followed by extraction with dichloromethane and evaporation of the solvent. After purification, 2-br... The reactants are CN(C)C=O, O=C(Cl)C(=O)Cl, ClCCl, O=C(O)c1ccc(Cl)cc1Cl. Yields the product O=C(Cl)c1ccc(Cl)cc1Cl. RXN SMILES: [CH:12]([N:13]([CH3:14])[CH3:15])=[O:16].[Cl:17][C:18]([C:19]([Cl:20])=[O:21])=[O:22].[Cl:23][CH2:24][Cl:25].[OH:1][C:2](=[O:3])[c:4]1[cH:5][cH:6][c:7]([Cl:8])[cH:9][c:10]1[Cl:11]>>[O:1]=[C:2]([c:4]1[cH:5][cH:6][c:7]([Cl:8])[cH:9][c:10]1[Cl:11])[Cl:17]. Starting materials: COCCN1N=C(C=C1)N (1-(2-methoxy-ethyl)-1H-pyrazol-3-ylamine), N1=C(C=CC=C1C)C (2,6-lutidine), C1(CCCC1)C[C@@H](C(=O)Cl)C1=CC(=C(C=C1)Cl)Cl (3-cyclopentyl-2(R)-(3,4-dichloro-phenyl)-propionyl chloride). The solvent is C(Cl)Cl (methylene chloride), C(Cl)Cl (methylene chloride), C(Cl)Cl (methylene chloride). Run at temperature 25 celsius, time 16 hour. Product: C1(CCCC1)C[C@@H](C(=O)NC1=NN(C=C1)CCOC)C1=CC(=C(C=C1)Cl)Cl ((R)-3-cyclopentyl-2-(3,4-dichloro-phenyl)-N-[1-(2-methoxy-ethyl)-1H-pyrazol-3-yl]-propionamide). Yield: 63.0%. As a reaction SMILES: [CH3:1][O:2][CH2:3][CH2:4][N:5]1[CH:9]=[CH:8][C:7]([NH2:10])=[N:6]1.N1C(C)=CC=CC=1C.[CH:19]1([CH2:24][C@H:25]([C:29]2[CH:34]=[CH:33][C:32]([Cl:35])=[C:31]([Cl:36])[CH:30]=2)[C:26](Cl)=[O:27])[CH2:23][CH2:22][CH2:21][CH2:20]1>C(Cl)Cl>[CH:19]1([CH2:24][C@H:25]([C:29]2[CH:34]=[CH:33][C:32]([Cl:35])=[C:31]([Cl:36])[CH:30]=2)[C:26]([NH:10][C:7]2[CH:8]=[CH:9][N:5]([CH2:4][CH2:3][O:2][CH3:1])[N:6]=2)=[O:27])[CH2:23][CH2:22][CH2:21][CH2:20]1. Reported procedure: In a round bottom flask was placed 1-(2-methoxy-ethyl)-1H-pyrazol-3-ylamine (prepared in Example 72, 51 mg, 0.36 mmol), 2,6-lutidine (57 μL, 0.49 mmol) and methylene chloride (5 mL) which was then cooled to 0° C. in an ice bath. To this solution was then added dropwise a solution of 3-cyclopentyl-2(R)-(3,4-dichloro-phenyl)-propionyl chloride in methylene chloride (prepared as in Example 102, ˜0.16 M solution, 2 mL, 0.33 mmol). The reaction was then allowed to warm up to 25° C. and stirred for 16... Reactants: BrC=1C=C(C=CC1OCC1=NC2=CC=CC=C2C=C1)CC(=O)OC (Methyl 2-[3-bromo-4-(quinolin-2-yl-methoxy)phenyl]acetate), C1(=CC=CC=C1)C (toluene). The reagents and catalysts are catalyst. Reaction conditions: time 20 hour. The product is C(=C)C=1C=C(C=CC1OCC1=NC2=CC=CC=C2C=C1)CC(=O)OC (Methyl 2-[3-vinyl-4-(quinolin-2-yl-methoxy)phenyl]acetate). As a reaction SMILES: Br[C:2]1[CH:3]=[C:4]([CH2:20][C:21]([O:23][CH3:24])=[O:22])[CH:5]=[CH:6][C:7]=1[O:8][CH2:9][C:10]1[CH:19]=[CH:18][C:17]2[C:12](=[CH:13][CH:14]=[CH:15][CH:16]=2)[N:11]=1.[C:25]1(C)C=CC=C[CH:26]=1>>[CH:25]([C:2]1[CH:3]=[C:4]([CH2:20][C:21]([O:23][CH3:24])=[O:22])[CH:5]=[CH:6][C:7]=1[O:8][CH2:9][C:10]1[CH:19]=[CH:18][C:17]2[C:12](=[CH:13][CH:14]=[CH:15][CH:16]=2)[N:11]=1)=[CH2:26]. Procedure: 200 mg (0.21 mmol) of the catalyst [P(phenyl)3 ]4Pd are weighed into a 50 ml brown glass flask (flushed with argon) and 2 g (5.2 mmol) of the compound from Example XX and 1.4 ml (5.2 mmol) of Bu3SnCH=CH2 (d=1.086), both dissolved in 10 ml of toluene, are added under argon. The mixture is heated to boiling for 20 hours with stirring in a light-protected apparatus. The solvent is then evaporated in vacuo and the residue is separated by column chromatography (silica gel 60, eluent: toluene/ethyl ac...